Task: describe an organic reaction: reactants, conditions, products, and yield. Dataset: the Open Reaction Database (ORD), a public repository of structured organic reaction records Reactants: ice water, C(C)#N (acetonitrile), O(C1=CC=CC=C1)C1=CC=C(C=C1)C=1CCNCC1 (4-(4-phenoxyphenyl)-1,2,3,6-tetrahydropyridine), C(C=CC1=CC=CC=C1)Br (cinnamyl bromide). Run in C(C)N(CC)CC (triethylamine). Yields the product O(C1=CC=CC=C1)C1=CC=C(C=C1)C=1CCN(CC1)C\C=C\C1=CC=CC=C1 ((E)-4-(4-phenoxyphenyl)-1-(3-phenyl-2-propenyl)-1,2,3,6-tetrahydropyridine). The yield is 73.0%. As a reaction SMILES: C(#N)C.[O:4]([C:11]1[CH:16]=[CH:15][C:14]([C:17]2[CH2:18][CH2:19][NH:20][CH2:21][CH:22]=2)=[CH:13][CH:12]=1)[C:5]1[CH:10]=[CH:9][CH:8]=[CH:7][CH:6]=1.[CH2:23](Br)[CH:24]=[CH:25][C:26]1[CH:31]=[CH:30][CH:29]=[CH:28][CH:27]=1>C(N(CC)CC)C>[O:4]([C:11]1[CH:16]=[CH:15][C:14]([C:17]2[CH2:22][CH2:21][N:20]([CH2:23]/[CH:24]=[CH:25]/[C:26]3[CH:31]=[CH:30][CH:29]=[CH:28][CH:27]=3)[CH2:19][CH:18]=2)=[CH:13][CH:12]=1)[C:5]1[CH:6]=[CH:7][CH:8]=[CH:9][CH:10]=1. Reported procedure: To an 8 ml acetonitrile solution of 300 mg of the compound (8) synthesized in Example 1 were added 234 mg cinnamyl bromide and 0.5 ml of triethylamine. This was then heated and refluxed for 3 hours. To the reaction mixture was added 10 ml of ice water. This was then extracted with ethyl acetate. The extract was dried, filtered, then concentrated under reduced pressure to obtain a residue which was then purified by silica gel column chromatography (methylene chloride:methanol=25:1) to obtain the ... Reactants: Cl.[N+](=O)([O-])C1=C2C=CC=C(C2=CC=C1)N (5-nitro-1-aminonaphthalene hydrochloride), O (water), [OH-].[Na+] (sodium hydroxide). Procedure details: To 5-nitro-1-aminonaphthalene hydrochloride were added water and ethyl acetate. To the mixture was further added a 10% aqueous sodium hydroxide until the aqueous phase became pH 8. Then, the organic phase was separated and the aqueous phase was further extracted with ethyl acetate twice. The combined organic phases were washed with an equal amount of water three times, dried over anhydrous magnesium sulfate and distilled off the solvent, to give 5-nitro-1-aminonaphthalene as a red solid. Solvent: C(C)(=O)OCC (ethyl acetate). The product is [N+](=O)([O-])C1=C2C=CC=C(C2=CC=C1)N (5-nitro-1-aminonaphthalene). As a reaction SMILES: Cl.[N+:2]([C:5]1[CH:14]=[CH:13][CH:12]=[C:11]2[C:6]=1[CH:7]=[CH:8][CH:9]=[C:10]2[NH2:15])([O-:4])=[O:3].O.[OH-].[Na+]>C(OCC)(=O)C>[N+:2]([C:5]1[CH:14]=[CH:13][CH:12]=[C:11]2[C:6]=1[CH:7]=[CH:8][CH:9]=[C:10]2[NH2:15])([O-:4])=[O:3] |f:0.1,3.4|.